From a dataset of the Open Reaction Database (ORD), a public repository of structured organic reaction records. describe an organic reaction: reactants, conditions, products, and yield Starting materials: O=C(O)C1CN(C(=O)OCc2ccccc2)C1C(=O)O, CO, [H][H]. Product: O=C(O)C1CNC1C(=O)O. Reaction SMILES: [CH2:1]([O:2][C:3](=[O:4])[N:11]1[CH:12]([C:18](=[O:19])[OH:20])[CH:13]([C:15](=[O:16])[OH:17])[CH2:14]1)[c:5]1[cH:6][cH:7][cH:8][cH:9][cH:10]1.[CH3:23][OH:24].[H:21][H:22]>>[NH:11]1[CH:12]([C:18](=[O:19])[OH:20])[CH:13]([C:15](=[O:16])[OH:17])[CH2:14]1.